From a dataset of the Open Reaction Database (ORD), a public repository of structured organic reaction records. describe an organic reaction: reactants, conditions, products, and yield Reactants: Cl[Al](Cl)Cl, Clc1ccccc1, Cl, O=C(Cl)c1ccc(F)cc1, c1ccsc1. Product: Fc1ccc(Cc2cccs2)cc1. RXN SMILES: [Cl:1][Al:2]([Cl:3])[Cl:4].[Cl:21][c:22]1[cH:23][cH:24][cH:25][cH:26][cH:27]1.[ClH:20].[F:5][c:6]1[cH:7][cH:8][c:9]([C:10]([Cl:11])=[O:12])[cH:13][cH:14]1.[cH:15]1[cH:16][cH:17][s:18][cH:19]1>>[F:5][c:6]1[cH:7][cH:8][c:9]([CH2:10][c:17]2[cH:16][cH:15][cH:19][s:18]2)[cH:13][cH:14]1. Starting materials: Cc1ccc2c(c1)OCO2, CC(=O)O, O=[N+]([O-])O. As a reaction SMILES: [CH2:1]1[O:2][c:3]2[cH:4][c:5]([CH3:10])[cH:6][cH:7][c:8]2[O:9]1.[CH3:15][C:16](=[O:17])[OH:18].[OH:11][N+:12]([O-:13])=[O:14]>>[CH2:1]1[O:2][c:3]2[cH:4][c:5]([CH3:10])[c:6]([N+:12](=[O:11])[O-:13])[cH:7][c:8]2[O:9]1. Yields the product Cc1cc2c(cc1[N+](=O)[O-])OCO2. Reactants: ClC1=NC=C(C(=N1)NC1CC(NC(C1)(C)C)(C)C)F (2-chloro-5-fluoro-N-(2,2,6,6,-tetramethylpiperidin-4-yl)pyrimidin-4-amine), ClC1=NC=C(C(=N1)NC1CC(NC(C1)(C)C)(C)C)F (2-chloro-5-fluoro-N-(2,2,6,6,-tetramethylpiperidin-4-yl)pyrimidin-4-amine), C1(CC1)C=1C=C(C=C(C1)N1N=NN=C1)N (3-cyclopropyl-5-(1H-tetrazol-1-yl)benzenamine), S(=O)(=O)(C1=CC=C(C)C=C1)O (TosOH). Run in C(C)(C)O (isopropanol). Conditions: temperature 100 celsius. The product is C1(CC1)C=1C=C(C=C(C1)N1N=NN=C1)NC1=NC=C(C(=N1)NC1CC(NC(C1)(C)C)(C)C)F (N2-(3-cyclopropyl-5-(1H-tetrazol-1-yl)phenyl)-5-fluoro-N4-(2,2,6,6-tetramethylpiperidin-4-yl)pyrimidine-2,4-diamine). As a reaction SMILES: Cl[C:2]1[N:7]=[C:6]([NH:8][CH:9]2[CH2:14][C:13]([CH3:16])([CH3:15])[NH:12][C:11]([CH3:18])([CH3:17])[CH2:10]2)[C:5]([F:19])=[CH:4][N:3]=1.[CH:20]1([C:23]2[CH:24]=[C:25]([NH2:34])[CH:26]=[C:27]([N:29]3[CH:33]=[N:32][N:31]=[N:30]3)[CH:28]=2)[CH2:22][CH2:21]1.S(O)(C1C=CC(C)=CC=1)(=O)=O>C(O)(C)C>[CH:20]1([C:23]2[CH:24]=[C:25]([NH:34][C:2]3[N:7]=[C:6]([NH:8][CH:9]4[CH2:14][C:13]([CH3:16])([CH3:15])[NH:12][C:11]([CH3:18])([CH3:17])[CH2:10]4)[C:5]([F:19])=[CH:4][N:3]=3)[CH:26]=[C:27]([N:29]3[CH:33]=[N:32][N:31]=[N:30]3)[CH:28]=2)[CH2:22][CH2:21]1. Procedure details: In a 100 mL round bottom flask to a solution of 2-chloro-5-fluoro-N-(2,2,6,6,-tetramethylpiperidin-4-yl)pyrimidin-4-amine (Compound 11; 0.16 g, 0.56 mmol) in 10 mL isopropanol, 3-cyclopropyl-5-(1H-tetrazol-1-yl)benzenamine (0.125 g, 0.622 mmol) and TosOH (0.085 g, 0.448 mmol) were added. The reaction mixture was heated at 100° C. for 3 hours. LCMS analysis indicated the complete consumption of the mono-SNAr product and appearance of Compound III-116. The reaction mixture was then cooled to room ...